Dataset: the Open Reaction Database (ORD), a public repository of structured organic reaction records. Task: describe an organic reaction: reactants, conditions, products, and yield The reactants are BrC1=CC2=C(C=N1)C=C(N2C(=O)OC(C)(C)C)C=2C=NN(C2)C(=O)OC(C)(C)C (tert-Butyl 6-bromo-2-(1-(tert-butoxycarbonyl)-1H-pyrazol-4-yl)-1H-pyrrolo[3,2-c]pyridine-1-carboxylate), COC1=C(C=CC(=C1)OC)N (2,4-dimethoxyphenylamine). The product is C(C)(C)(C)OC(=O)N1N=CC(=C1)C1=CC=2C=NC(=CC2N1C(=O)OC(C)(C)C)NC1=C(C=C(C=C1)OC)OC (tert-Butyl 2-(1-(tert-butoxycarbonyl)-1H-pyrazol-4-yl)-6-(2,4-dimethoxyphenylamino)-1H-pyrrolo[3,2-c]pyridine-1-carboxylate). Isolated yield 53.0%. Reaction SMILES: Br[C:2]1[N:7]=[CH:6][C:5]2[CH:8]=[C:9]([C:18]3[CH:19]=[N:20][N:21]([C:23]([O:25][C:26]([CH3:29])([CH3:28])[CH3:27])=[O:24])[CH:22]=3)[N:10]([C:11]([O:13][C:14]([CH3:17])([CH3:16])[CH3:15])=[O:12])[C:4]=2[CH:3]=1.[CH3:30][O:31][C:32]1[CH:37]=[C:36]([O:38][CH3:39])[CH:35]=[CH:34][C:33]=1[NH2:40]>>[C:26]([O:25][C:23]([N:21]1[CH:22]=[C:18]([C:9]2[N:10]([C:11]([O:13][C:14]([CH3:16])([CH3:15])[CH3:17])=[O:12])[C:4]3[CH:3]=[C:2]([NH:40][C:33]4[CH:34]=[CH:35][C:36]([O:38][CH3:39])=[CH:37][C:32]=4[O:31][CH3:30])[N:7]=[CH:6][C:5]=3[CH:8]=2)[CH:19]=[N:20]1)=[O:24])([CH3:27])([CH3:29])[CH3:28]. Procedure details: The title compound was prepared in 53% yield from compound (10) and 2,4-dimethoxyphenylamine using the method described for Preparation 35. 1H-NMR (CDCl3, 500 MHz): δ 1.50 (s, 9H), 1.69 (s, 9H), 3.83 (s, 3H), 3.87 (s, 3H), 6.52 (dd, J=2.52, 8.51 Hz, 1H), 6.56 (d, J=0.95 Hz, 1H), 6.57 (d, J=2.52 Hz, 1H), 6.66 (br s, 1H, NH), 7.43 (m, 1H), 7.67 (d, J=8.83 Hz, 1H), 7.82 (m, 1H), 8.20 (d, J=0.95 Hz, 1H), 8.43 (d, J=0.95 Hz, 1H). Starting materials: C(C)(=O)O (acetic acid), [Cr] (Chromium), chromic oxide, O (water). The product is CC(=O)[O-].CC(=O)[O-].CC(=O)[O-].[Cr+3] (chromic (III) acetate). RXN SMILES: [Cr:1].O.[C:3]([OH:6])(=[O:5])[CH3:4]>>[CH3:4][C:3]([O-:6])=[O:5].[CH3:4][C:3]([O-:6])=[O:5].[CH3:4][C:3]([O-:6])=[O:5].[Cr+3:1] |f:3.4.5.6|. Procedure details: Chromium Micelle: Weighed 10 grams of chromic oxide (Cr2O3) and added to a 4 liter beaker. The contents of the beaker were slurried with 200 ml of distilled water. 12.5 ml of glacial acetic acid were added to produce a chromic (III) acetate in solution. 100 grams of chrysotile asbestos (Union Carbide, high purity, grade 7) were added. The contents of the beaker were diluted to 3.5 liters with distilled water, followed by heating to 100° C., and stirring to provide adequate mixing with the chromi... The reactants are CN(C)N, COc1cc([N+](=O)[O-])ccc1-c1ccccn1, CO, Cl[Fe](Cl)Cl. Product: COc1cc(N)ccc1-c1ccccn1. RXN SMILES: [CH3:18][N:19]([CH3:20])[NH2:21].[CH3:1][O:2][c:3]1[c:4](-[c:12]2[n:13][cH:14][cH:15][cH:16][cH:17]2)[cH:5][cH:6][c:7]([N+:9]([O-:10])=[O:11])[cH:8]1.[CH3:22][OH:23].[Cl:24][Fe:25]([Cl:26])[Cl:27]>>[CH3:1][O:2][c:3]1[c:4](-[c:12]2[n:13][cH:14][cH:15][cH:16][cH:17]2)[cH:5][cH:6][c:7]([NH2:9])[cH:8]1. Starting materials: [Na] (Sodium), COCCO (2-methoxyethanol), Cl.ClC1=C(C=C2C(=NC=NC2=C1)NC1=C(C=C(C=C1)Cl)F)[N+](=O)[O-] (7-chloro-4-(4-chloro-2-fluoroanilino)-6-nitroquinazoline hydrochloride). The solvent is C(C)(=O)O (acetic acid), O (water). As a reaction SMILES: [Na].[CH3:2][O:3][CH2:4][CH2:5][OH:6].Cl.Cl[C:9]1[CH:18]=[C:17]2[C:12]([C:13](NC3C=CC(Cl)=CC=3F)=[N:14][CH:15]=[N:16]2)=[CH:11][C:10]=1[N+:28]([O-:30])=[O:29]>C(O)(=O)C.O>[CH3:2][O:3][CH2:4][CH2:5][O:6][C:9]1[CH:18]=[C:17]2[C:12]([CH:13]=[N:14][CH:15]=[N:16]2)=[CH:11][C:10]=1[N+:28]([O-:30])=[O:29] |f:2.3,^1:0|. Reaction conditions: time 15 minute. The product is COCCOC1=C(C=C2C=NC=NC2=C1)[N+](=O)[O-] (7-(2-methoxyethoxy)-6-nitroquinazoline). Isolated yield 60.0%. Procedure details: Sodium (148 mg, 6.4 mmol) was added to 2-methoxyethanol (10 ml), the mixture stirred for 15 minutes to give a complete solution and the volatiles removed by evaporation. The residue was dissolved in DMSO (5 ml) and 7-chloro-4-(4-chloro-2-fluoroanilino)-6-nitroquinazoline hydrochloride (500 mg, 1.3 mmol) was added. The mixture was stirred at ambient temperature for 18 hours then diluted with a solution of acetic acid (1 ml) in water (20 ml). The resulting precipitate was collected by filtration, ... Starting materials: BrC1=CC2=C(N=C(S2)C2=CC=C(C=C2)OCCCCCCCCCCCC)C=C1 (6-bromo-2-(4-dodecyloxyphenyl)benzothiazole), C(CCCCCCCC)C1=CC=C(C=C1)B(O)O (4-nonylbenzene boronic acid), C([O-])([O-])=O.[Na+].[Na+] (sodium carbonate). The reagents and catalysts are C=1C=CC(=CC1)[P](C=2C=CC=CC2)(C=3C=CC=CC3)[Pd]([P](C=4C=CC=CC4)(C=5C=CC=CC5)C=6C=CC=CC6)([P](C=7C=CC=CC7)(C=8C=CC=CC8)C=9C=CC=CC9)[P](C=1C=CC=CC1)(C=1C=CC=CC1)C=1C=CC=CC1 (tetrakis(triphenylphosphine)palladium(0)). Solvent: COCCOC (1,2-dimethoxyethane). Yields the product C(CCCCCCCCCCC)OC1=CC=C(C=C1)C=1SC2=C(N1)C=CC(=C2)C2=CC=C(C=C2)CCCCCCCCC (2-(4-Dodecyloxyphenyl)-6-(4-nonylphenyl)benzothiazole). Isolated yield 74.6%. As a reaction SMILES: Br[C:2]1[CH:29]=[CH:28][C:5]2[N:6]=[C:7]([C:9]3[CH:14]=[CH:13][C:12]([O:15][CH2:16][CH2:17][CH2:18][CH2:19][CH2:20][CH2:21][CH2:22][CH2:23][CH2:24][CH2:25][CH2:26][CH3:27])=[CH:11][CH:10]=3)[S:8][C:4]=2[CH:3]=1.[CH2:30]([C:39]1[CH:44]=[CH:43][C:42](B(O)O)=[CH:41][CH:40]=1)[CH2:31][CH2:32][CH2:33][CH2:34][CH2:35][CH2:36][CH2:37][CH3:38].C(=O)([O-])[O-].[Na+].[Na+]>C1C=CC([P]([Pd]([P](C2C=CC=CC=2)(C2C=CC=CC=2)C2C=CC=CC=2)([P](C2C=CC=CC=2)(C2C=CC=CC=2)C2C=CC=CC=2)[P](C2C=CC=CC=2)(C2C=CC=CC=2)C2C=CC=CC=2)(C2C=CC=CC=2)C2C=CC=CC=2)=CC=1.COCCOC>[CH2:16]([O:15][C:12]1[CH:13]=[CH:14][C:9]([C:7]2[S:8][C:4]3[CH:3]=[C:2]([C:42]4[CH:41]=[CH:40][C:39]([CH2:30][CH2:31][CH2:32][CH2:33][CH2:34][CH2:35][CH2:36][CH2:37][CH3:38])=[CH:44][CH:43]=4)[CH:29]=[CH:28][C:5]=3[N:6]=2)=[CH:10][CH:11]=1)[CH2:17][CH2:18][CH2:19][CH2:20][CH2:21][CH2:22][CH2:23][CH2:24][CH2:25][CH2:26][CH3:27] |f:2.3.4,^1:57,59,78,97|. Procedure: A mixture of tetrakis(triphenylphosphine)palladium(0) (0.30 g, 0.26×10−3 mol), 6-bromo-2-(4-dodecyloxyphenyl)benzothiazole (2.50 g, 5.27×10−3 mol), 4-nonylbenzene boronic acid (1.57 g, 6.33×10−3 mol), 2M sodium carbonate solution (25 cm3) and 1,2-dimethoxyethane (100 cm3). The reaction mixture was heated under reflux overnight. The cooled reaction mixture was extracted with dichloromethane (2×100 cm3) and the combined organic layers were washed with brine (2×100 cm3) and dried (MgSO4). After fil... Reactants: [Br-], COc1c(C)c(C)c(OC)c(Br)c1C, BrCc1ccccc1, [Li]CCCC, CCCCCC, C1CCOC1. Yields the product COc1c(C)c(C)c(OC)c(Cc2ccccc2)c1C. Reaction SMILES: [Br-:26].[Br:12][c:13]1[c:14]([O:24][CH3:25])[c:15]([CH3:23])[c:16]([CH3:22])[c:17]([O:20][CH3:21])[c:18]1[CH3:19].[Br:27][CH2:28][c:29]1[cH:30][cH:31][cH:32][cH:33][cH:34]1.[CH2:7]([Li:8])[CH2:9][CH2:10][CH3:11].[CH3:1][CH2:2][CH2:3][CH2:4][CH2:5][CH3:6].[O:35]1[CH2:36][CH2:37][CH2:38][CH2:39]1>>[c:13]1([CH2:28][c:29]2[cH:30][cH:31][cH:32][cH:33][cH:34]2)[c:14]([O:24][CH3:25])[c:15]([CH3:23])[c:16]([CH3:22])[c:17]([O:20][CH3:21])[c:18]1[CH3:19]. Starting materials: CCO, NN, O, Cc1cc(S)nc(S)n1. Product: Cc1cc(NN)nc(S)n1. As a reaction SMILES: [CH3:13][CH2:14][OH:15].[NH2:2][NH2:3].[OH2:1].[SH:4][c:5]1[n:6][c:7]([CH3:12])[cH:8][c:9]([SH:11])[n:10]1>>[NH:2]([NH2:3])[c:9]1[cH:8][c:7]([CH3:12])[n:6][c:5]([SH:4])[n:10]1. Reactants: C(=O)(OC(C)(C)C)N[C@@H](CC1=CC=CC=C1)[C@@H]1CCC(O1)=O (5(S)-[1(S)-(Boc-amino)-2-phenylethyl]dihydrofuran-2-(3H)-one), [H][H] (hydrogen). The reagents and catalysts are Nishimura catalyst. Solvent: CO (methanol). Product: C(=O)(OC(C)(C)C)N[C@@H](CC1CCCCC1)[C@@H]1CCC(O1)=O (5(S)-[1(S)-(Boc-Amino)-2-cyclohexylethyl]dihydrofuran-2-(3H)-one). As a reaction SMILES: [C:1]([NH:8][C@H:9]([C@H:17]1[O:21][C:20](=[O:22])[CH2:19][CH2:18]1)[CH2:10][C:11]1[CH:16]=[CH:15][CH:14]=[CH:13][CH:12]=1)([O:3][C:4]([CH3:7])([CH3:6])[CH3:5])=[O:2].[H][H]>CO>[C:1]([NH:8][C@H:9]([C@H:17]1[O:21][C:20](=[O:22])[CH2:19][CH2:18]1)[CH2:10][CH:11]1[CH2:12][CH2:13][CH2:14][CH2:15][CH2:16]1)([O:3][C:4]([CH3:6])([CH3:7])[CH3:5])=[O:2]. Procedure details: 15 g (49.12 mmol) of 5(S)-[1(S)-(Boc-amino)-2-phenylethyl]dihydrofuran-2-(3H)-one [Example 2b)] are dissolved in 150 ml of methanol, and this solution is treated with 0.75 g of Nishimura catalyst and hydrogenated (RT, standard pressure) until there is no further uptake of hydrogen. The catalyst is filtered off, the solvent is removed, and the residue is chromatographed on silica gel (toluene/ethyl acetate, 5:1). The title compound is obtained as a thick, viscous oil. IR (CH2Cl2) inter alia: 3431... Reactants: COCCOCOC(C)C=1C=C(SC1S(=O)(=O)C)S(=O)(=O)N (4-[1-(methoxyethoxymethoxy)ethyl]-5-methylsulfonylthiophene-sulfonamide), S(O)(O)(=O)=O (sulfuric acid), C(=O)(O)[O-].[Na+] (NaHCO3). The solvent is CO (methanol). Conditions: time 20 minute. The product is OC(C)C=1C=C(SC1S(=O)C)S(=O)(=O)N (4-(1-Hydroxyethyl)-5-methylsulfinYlthiophene-2-sulfonamide). Isolated yield 79.8%. Reaction SMILES: COCCOC[O:7][CH:8]([C:10]1[CH:11]=[C:12]([S:19]([NH2:22])(=[O:21])=[O:20])[S:13][C:14]=1[S:15]([CH3:18])(=O)=[O:16])[CH3:9].S(=O)(=O)(O)O.C([O-])(O)=O.[Na+]>CO>[OH:7][CH:8]([C:10]1[CH:11]=[C:12]([S:19]([NH2:22])(=[O:21])=[O:20])[S:13][C:14]=1[S:15]([CH3:18])=[O:16])[CH3:9] |f:2.3|. Procedure details: To a stirred solution of 4-[1-(methoxyethoxymethoxy)ethyl]-5-methylsulfonylthiophene-sulfonamide (6.58 g, 0.0186 mol) in methanol (25 ml) was added dropwise over a 10 minute period a cold solution of 50% (by volume) sulfuric acid. The solution was stirred for an additional 20 minutes at room temperature. The reaction solution was basified with NaHCO3 with cooling and was concentrated to dryness in vacuo at 40° C. bath temperature. The solid residue was extracted with hot ethyl acetate and with 2...